From a dataset of the Open Reaction Database (ORD), a public repository of structured organic reaction records. describe an organic reaction: reactants, conditions, products, and yield Starting materials: C(C)(C)(C)OC(C(CC([C@H](C)N(CC1=CC=CC=C1)CC1=CC=CC=C1)=O)CC)=O ((5S)-5-(N,N-dibenzylamino)-2-ethyl-4-oxo-hexanoic acid-tert-butyl ester), C(C)(C)(C)OC(C(CC)Br)=O (tert-butyl-2-bromobutyrate), CC(=O)C(C)N(CC1=CC=CC=C1)CC1=CC=CC=C1 (α-(N,N-dibenzylamino)ethyl methyl ketone), NO (amino alcohol). Product: C(C)N(C(C(CC([C@H](C)N(CC1=CC=CC=C1)CC1=CC=CC=C1)=O)CC)=O)CC ((N,N-diethyl)-(5S)-5-(N,N-dibenzylamino)-2-ethyl-4-oxo-hexanamide). As a reaction SMILES: C(O[C:6](=[O:30])[CH:7]([CH2:28][CH3:29])[CH2:8][C:9](=[O:27])[C@@H:10]([N:12]([CH2:20][C:21]1[CH:26]=[CH:25][CH:24]=[CH:23][CH:22]=1)[CH2:13][C:14]1[CH:19]=[CH:18][CH:17]=[CH:16][CH:15]=1)[CH3:11])(C)(C)C.C(OC(=O)C(Br)CC)(C)(C)C.C[C:43]([CH:45]([N:47](CC1C=CC=CC=1)[CH2:48][C:49]1C=CC=CC=1)C)=O.NO>>[CH2:45]([N:47]([CH2:48][CH3:49])[C:6](=[O:30])[CH:7]([CH2:28][CH3:29])[CH2:8][C:9](=[O:27])[C@@H:10]([N:12]([CH2:20][C:21]1[CH:26]=[CH:25][CH:24]=[CH:23][CH:22]=1)[CH2:13][C:14]1[CH:19]=[CH:18][CH:17]=[CH:16][CH:15]=1)[CH3:11])[CH3:43]. Reported procedure: Examples 10 and 11 provide a detailed description for the preparation of (5S)-5-(N,N-dibenzylamino)-2-ethyl-4-oxo-hexanoic acid-tert-butyl ester from tert-butyl-2-bromobutyrate and α-(N,N-dibenzylamino)ethyl methyl ketone. This compound is reduced to the corresponding amino alcohol as described in detail above. Starting materials: ClCCl, CCC(C)(C)C(=O)Cl, CN(C)c1ccncc1, CCCCCCCCCC(O)c1cc(C)cc(C)c1C=CC1OCC(C)(C)CO1. The product is CCCCCCCCCC(OC(=O)C(C)(C)CC)c1cc(C)cc(C)c1C=CC1OCC(C)(C)CO1. RXN SMILES: [CH2:47]([Cl:48])[Cl:49].[CH3:1][C:2]([C:3](=[O:4])[Cl:5])([CH2:6][CH3:7])[CH3:8].[CH3:38][N:39]([CH3:40])[c:41]1[cH:42][cH:43][n:44][cH:45][cH:46]1.[CH3:9][C:10]1([CH3:37])[CH2:11][O:12][CH:13]([CH:16]=[CH:17][c:18]2[c:19]([CH:26]([OH:27])[CH2:28][CH2:29][CH2:30][CH2:31][CH2:32][CH2:33][CH2:34][CH2:35][CH3:36])[cH:20][c:21]([CH3:25])[cH:22][c:23]2[CH3:24])[O:14][CH2:15]1>>[CH3:1][C:2]([C:3](=[O:4])[O:27][CH:26]([c:19]1[c:18]([CH:17]=[CH:16][CH:13]2[O:12][CH2:11][C:10]([CH3:9])([CH3:37])[CH2:15][O:14]2)[c:23]([CH3:24])[cH:22][c:21]([CH3:25])[cH:20]1)[CH2:28][CH2:29][CH2:30][CH2:31][CH2:32][CH2:33][CH2:34][CH2:35][CH3:36])([CH2:6][CH3:7])[CH3:8].